Dataset: the Open Reaction Database (ORD), a public repository of structured organic reaction records. Task: describe an organic reaction: reactants, conditions, products, and yield The reactants are CCC(C)=O, CCOCC, CC(C)(C)OC(=O)C1(CCCCCl)CC1, [I-], [Na+]. Product: CC(C)(C)OC(=O)C1(CCCCI)CC1. Reaction SMILES: [CH3:18][C:19](=[O:20])[CH2:21][CH3:22].[CH3:23][CH2:24][O:25][CH2:26][CH3:27].[Cl:1][CH2:2][CH2:3][CH2:4][CH2:5][C:6]1([C:9](=[O:10])[O:11][C:12]([CH3:13])([CH3:14])[CH3:15])[CH2:7][CH2:8]1.[I-:16].[Na+:17]>>[CH2:2]([CH2:3][CH2:4][CH2:5][C:6]1([C:9](=[O:10])[O:11][C:12]([CH3:13])([CH3:14])[CH3:15])[CH2:7][CH2:8]1)[I:16]. Starting materials: C(C)(C)(C)O[C@H](CO)C=1C(=C2C=CC(=NC2=CC1C)C=C)C1=CC=C(C=C1)Cl ((S)-2-tert-butoxy-2-(5-(4-chlorophenyl)-7-methyl-2-vinylquinolin-6-yl)ethanol), C(C(C)(C)C)(=O)OC[C@H](C=1C(=C2C=CC(=NC2=CC1C)OS(=O)(=O)C(F)(F)F)C1=CC=C(C=C1)Cl)OC(C)(C)C ((S)-2-tert-butoxy-2-(5-(4-chlorophenyl)-7-methyl-2-(trifluoromethylsulfonyloxy)quinolin-6-yl)ethyl pivalate), C(C(C)(C)C)(=O)OC[C@H](C=1C(=C2C=CC(=NC2=CC1C)C1CC1)C1=CC=C(C=C1)Cl)OC(C)(C)C ((S)-2-tert-butoxy-2-(5-(4-chlorophenyl)-2-cyclopropyl-7-methylquinolin-6-yl)ethyl pivalate). Product: C(C)(C)(C)O[C@H](CO)C=1C(=C2C=CC(=NC2=CC1C)C1CC1)C1=CC=C(C=C1)Cl ((S)-2-tert-Butoxy-2-(5-(4-chlorophenyl)-2-cyclopropyl-7-methylquinolin-6-yl)ethanol). RXN SMILES: C(O[C@@H](C1C(C2C=CC(Cl)=CC=2)=C2C(=CC=1C)N=C(C=C)C=C2)CO)(C)(C)C.C(OC[C@@H](OC(C)(C)C)C1C(C2C=CC(Cl)=CC=2)=C2C(=CC=1C)N=C(OS(C(F)(F)F)(=O)=O)C=C2)(=O)C(C)(C)C.C([O:75][CH2:76][C@@H:77]([O:99][C:100]([CH3:103])([CH3:102])[CH3:101])[C:78]1[C:79]([C:92]2[CH:97]=[CH:96][C:95]([Cl:98])=[CH:94][CH:93]=2)=[C:80]2[C:85](=[CH:86][C:87]=1[CH3:88])[N:84]=[C:83]([CH:89]1[CH2:91][CH2:90]1)[CH:82]=[CH:81]2)(=O)C(C)(C)C>>[C:100]([O:99][C@@H:77]([C:78]1[C:79]([C:92]2[CH:93]=[CH:94][C:95]([Cl:98])=[CH:96][CH:97]=2)=[C:80]2[C:85](=[CH:86][C:87]=1[CH3:88])[N:84]=[C:83]([CH:89]1[CH2:91][CH2:90]1)[CH:82]=[CH:81]2)[CH2:76][OH:75])([CH3:103])([CH3:101])[CH3:102]. Procedure: (S)-2-tert-Butoxy-2-(5-(4-chlorophenyl)-2-cyclopropyl-7-methylquinolin-6-yl)ethanol was prepared following the procedure used to prepare compound (S)-2-tert-butoxy-2-(5-(4-chlorophenyl)-7-methyl-2-vinylquinolin-6-yl)ethanol, (compound of Example 26) except that (S)-2-tert-butoxy-2-(5-(4-chlorophenyl)-2-cyclopropyl-7-methylquinolin-6-yl)ethyl pivalate was used instead of (S)-2-tert-butoxy-2-(5-(4-chlorophenyl)-7-methyl-2-vinylquinolin-6-yl)ethyl pivalate. LCMS-ESI+ (m/z): 410.3, 412.2 (M+H)+. The reactants are O=S(=O)(Cl)c1ccc(Br)cc1OC(F)(F)F, CN(C)c1nc(NCC2CCC(NC(=O)OCc3ccccc3)CC2)nc2ccccc12, CO, CCN(C(C)C)C(C)C, ClCCl. Yields the product CN(C)c1nc(NCC2CCC(NS(=O)(=O)c3ccc(Br)cc3OC(F)(F)F)CC2)nc2ccccc12. As a reaction SMILES: [Br:42][c:43]1[cH:44][c:45]([O:53][C:54]([F:55])([F:56])[F:57])[c:46]([S:49](=[O:50])(=[O:51])[Cl:52])[cH:47][cH:48]1.[CH2:1]([O:2][C:3](=[O:4])[NH:10][CH:11]1[CH2:12][CH2:13][CH:14]([CH2:17][NH:18][c:19]2[n:20][c:21]3[cH:22][cH:23][cH:24][cH:25][c:26]3[c:27]([N:29]([CH3:30])[CH3:31])[n:28]2)[CH2:15][CH2:16]1)[c:5]1[cH:6][cH:7][cH:8][cH:9][cH:32]1.[CH3:58][OH:59].[CH:33]([N:34]([CH:35]([CH3:36])[CH3:37])[CH2:38][CH3:39])([CH3:40])[CH3:41].[Cl:60][CH2:61][Cl:62]>>[NH:10]([CH:11]1[CH2:12][CH2:13][CH:14]([CH2:17][NH:18][c:19]2[n:20][c:21]3[cH:22][cH:23][cH:24][cH:25][c:26]3[c:27]([N:29]([CH3:30])[CH3:31])[n:28]2)[CH2:15][CH2:16]1)[S:49]([c:46]1[c:45]([O:53][C:54]([F:55])([F:56])[F:57])[cH:44][c:43]([Br:42])[cH:48][cH:47]1)(=[O:50])=[O:51]. Reactants: C(C1=CC=CC=C1)OC(=O)NCCN1C(C(OC2=C1C=C(C(=C2)C(F)(F)F)C(=O)N(C(C)C)[C@H]2CN(CCC2)C(=O)OC(C)(C)C)(C(=O)OCC)C)=O (ethyl 4-(2-{[(benzyloxy)carbonyl]amino}ethyl)-6-{[[(3R)-1-(tert-butoxycarbonyl)piperidin-3-yl](isopropyl)amino]carbonyl}-2-methyl-3-oxo-7-(trifluoromethyl)-3,4-dihydro-2H-1,4-benzoxazine-2-carboxylate), C(C1=CC=CC=C1)Br (benzyl bromide), [H-].[Na+] (sodium hydride), [OH-].[Na+] (sodium hydroxide), S(=O)(=O)(O)[O-].[K+] (potassium hydrogen sulfate). Run in CN(C(C)=O)C (N,N-dimethylacetamide), O1CCCC1 (tetrahydrofuran). Run at time 1 hour. Product: C(C1=CC=CC=C1)N(CCN1C(C(OC2=C1C=C(C(=C2)C(F)(F)F)C(=O)N(C(C)C)[C@H]2CN(CCC2)C(=O)OC(C)(C)C)(C(=O)O)C)=O)C(=O)OCC2=CC=CC=C2 (4-(2-{Benzyl[(benzyloxy)carbonyl]amino}ethyl)-6-{[[(3R)-1-(tert-butoxycarbonyl)piperidin-3-yl](isopropyl)amino]carbonyl}-2-methyl-3-oxo-7-(trifluoromethyl)-3,4-dihydro-2H-1,4-benzoxazine-2-carboxylic acid). RXN SMILES: [CH2:1]([O:8][C:9]([NH:11][CH2:12][CH2:13][N:14]1[C:19]2[CH:20]=[C:21]([C:28]([N:30]([C@@H:34]3[CH2:39][CH2:38][CH2:37][N:36]([C:40]([O:42][C:43]([CH3:46])([CH3:45])[CH3:44])=[O:41])[CH2:35]3)[CH:31]([CH3:33])[CH3:32])=[O:29])[C:22]([C:24]([F:27])([F:26])[F:25])=[CH:23][C:18]=2[O:17][C:16]([CH3:52])([C:47]([O:49]CC)=[O:48])[C:15]1=[O:53])=[O:10])[C:2]1[CH:7]=[CH:6][CH:5]=[CH:4][CH:3]=1.[CH2:54](Br)[C:55]1[CH:60]=[CH:59][CH:58]=[CH:57][CH:56]=1.[H-].[Na+].[OH-].[Na+].S([O-])(O)(=O)=O.[K+]>CN(C)C(=O)C.O1CCCC1>[CH2:54]([N:11]([C:9]([O:8][CH2:1][C:2]1[CH:3]=[CH:4][CH:5]=[CH:6][CH:7]=1)=[O:10])[CH2:12][CH2:13][N:14]1[C:19]2[CH:20]=[C:21]([C:28]([N:30]([C@@H:34]3[CH2:39][CH2:38][CH2:37][N:36]([C:40]([O:42][C:43]([CH3:46])([CH3:44])[CH3:45])=[O:41])[CH2:35]3)[CH:31]([CH3:33])[CH3:32])=[O:29])[C:22]([C:24]([F:26])([F:27])[F:25])=[CH:23][C:18]=2[O:17][C:16]([CH3:52])([C:47]([OH:49])=[O:48])[C:15]1=[O:53])[C:55]1[CH:60]=[CH:59][CH:58]=[CH:57][CH:56]=1 |f:2.3,4.5,6.7|. Reported procedure: To a solution of ethyl 4-(2-{[(benzyloxy)carbonyl]amino}ethyl)-6-{[[(3R)-1-(tert-butoxycarbonyl)piperidin-3-yl](isopropyl)amino]carbonyl}-2-methyl-3-oxo-7-(trifluoromethyl)-3,4-dihydro-2H-1,4-benzoxazine-2-carboxylate (1.00 g) in N,N-dimethylacetamide (2.7 ml) was added at 0° C. benzyl bromide (0.794 ml), and sodium hydride (193 mg), and the mixture was stirred for one hour. To the reaction solution were added 2N-aqueous sodium hydroxide solution (5.36 ml) and tetrahydrofuran (5.0 ml), and the m... Reactants: COC1=C(C(=O)OC)C=C(C=C1)[N+](=O)[O-] (methyl 2-methoxy-5-nitrobenzoate), CO (methanol). The reagents and catalysts are [Pd] (palladium-on-carbon). The solvent is ClCCl (dichloromethane). Reaction conditions: time 17 hour. The product is COC1=C(C(=O)OC)C=C(C=C1)N (methyl 2-methoxy-5-aminobenzoate). Reaction SMILES: [CH3:1][O:2][C:3]1[CH:12]=[CH:11][C:10]([N+:13]([O-])=O)=[CH:9][C:4]=1[C:5]([O:7][CH3:8])=[O:6].CO>[Pd].ClCCl>[CH3:1][O:2][C:3]1[CH:12]=[CH:11][C:10]([NH2:13])=[CH:9][C:4]=1[C:5]([O:7][CH3:8])=[O:6]. Reported procedure: Combine methyl 2-methoxy-5-nitrobenzoate (13.3 g, 63 mmol) and methanol. Add 5% palladium-on-carbon (0.66 g). Hydrogenate on a pressure apparatus at 50 psi. After 17 hours, filter through celite to remove the catalyst and evaporate the filtrate in vacuo to give a residue. Combine the residue and dichloromethane and extract with water. Dry the organic layer over Na2SO4, filter, and evaporate in vacuo to give methyl 2-methoxy-5-aminobenzoate. Rf=0.18 (silica gel, ethyl acetate/methanol 1/1). Eleme... Starting materials: FC=1C=C(C(=O)N2C=NC=C2)C=CC1NCCCCCCCCCCCCCCCCC(=O)OC(C)(C)C (1-{3-fluoro-4-[N-(tert-butyloxycarbonyl)hexadecylamino]benzoyl}imidazole), [OH-].[Na+] (sodium hydroxide), NCC(CO)O (3-amino-1,2-propanediol). Solvent: C(Cl)(Cl)Cl (chloroform). Run at temperature 40 celsius, time 24 hour. Product: OC(CNC(C1=CC(=C(C=C1)NCCCCCCCCCCCCCCCC)F)=O)CO (N-(2,3-dihydroxypropyl)-3-fluoro-4-(hexadecylamino)benzamide). Reaction SMILES: [F:1][C:2]1[CH:3]=[C:4]([CH:12]=[CH:13][C:14]=1[NH:15][CH2:16][CH2:17][CH2:18][CH2:19][CH2:20][CH2:21][CH2:22][CH2:23][CH2:24][CH2:25][CH2:26][CH2:27][CH2:28][CH2:29][CH2:30][CH2:31]C(OC(C)(C)C)=O)[C:5](N1C=CN=C1)=[O:6].[OH-].[Na+].[NH2:41][CH2:42][CH:43]([OH:46])[CH2:44][OH:45]>C(Cl)(Cl)Cl>[OH:46][CH:43]([CH2:44][OH:45])[CH2:42][NH:41][C:5](=[O:6])[C:4]1[CH:12]=[CH:13][C:14]([NH:15][CH2:16][CH2:17][CH2:18][CH2:19][CH2:20][CH2:21][CH2:22][CH2:23][CH2:24][CH2:25][CH2:26][CH2:27][CH2:28][CH2:29][CH2:30][CH3:31])=[C:2]([F:1])[CH:3]=1 |f:1.2|. Procedure details: To a mixture containing 4.3 g. of 1-{3-fluoro-4-[N-(tert-butyloxycarbonyl)hexadecylamino]benzoyl}imidazole, 50 ml. of chloroform, and 50 ml. of 5 N sodium hydroxide is added 1.1 g. of 3-amino-1,2-propanediol. The solution is vigorously stirred for 24 hours, the layers are separated, and the chloroform solution is washed once with 50 ml. of 1 N sodium hydroxide. The solvent is evaporated and the residue is heated for 30 minutes at 40° C. in 50 ml. of anhydrous trifluoroacetic acid. The solvent is... Starting materials: C1CCOC1 (THF), C(CCC)N=C=O (n-butyl isocyanate), N1(CCNCC1)C=1N=CC2=C(N1)N(C(C2)=O)C (2-piperazino-5,6-dihydro-7-methyl-6-oxo(7H)pyrrolo[2,3-d]pyrimidine). The solvent is C(C)N(CC)CC (triethylamine). Run at time 3 hour. Yields the product C(CCC)NC(=O)C1N(CCNC1)C=1N=CC2=C(N1)N(C(C2)=O)C (2-Butylaminocarbonylpiperazino-5,6-dihydro-7-methyl-6-oxo(7H) pyrrolo[2,3-d]pyrimidine). The yield is 21.1%. Reaction SMILES: C1COCC1.[CH2:6]([N:10]=[C:11]=[O:12])[CH2:7][CH2:8][CH3:9].[N:13]1([C:19]2[N:20]=[CH:21][C:22]3[CH2:27][C:26](=[O:28])[N:25]([CH3:29])[C:23]=3[N:24]=2)[CH2:18][CH2:17][NH:16][CH2:15][CH2:14]1>C(N(CC)CC)C>[CH2:6]([NH:10][C:11]([CH:14]1[CH2:15][NH:16][CH2:17][CH2:18][N:13]1[C:19]1[N:20]=[CH:21][C:22]2[CH2:27][C:26](=[O:28])[N:25]([CH3:29])[C:23]=2[N:24]=1)=[O:12])[CH2:7][CH2:8][CH3:9]. Procedure details: THF (30 ml), 1 ml of triethylamine and 0.43 g (4.34 mmoles) of n-butyl isocyanate were added to 0.5 g (2.14 mmoles) of 2-piperazino-5,6-dihydro-7-methyl-6-oxo(7H)pyrrolo[2,3-d]pyrimidine, and the mixture was stirred at room temperature for 3 hours. It was concentrated under reduced pressure, and after addition of water, extracted with chloroform. The chloroform layer was concentrated under reduced pressure, and the residue purified by silica gel column chromatography to give 0.15 g (yield 21%) o... Starting materials: OC1=C(C#N)C=CC(=C1)NC=1SC=CN1 (2-hydroxy-4-(thiazol-2-ylamino)benzonitrile), C(=O)([O-])[O-].[Cs+].[Cs+] (Cs2CO3), O1C(=CC=C1)CBr (2-furylbromomethane), CCOCC (ether). Solvent: CC(=O)C (acetone). The product is C(#N)C1=C(C=C(C=C1)NC=1SC=CN1)OCC=1OC=CC1 (N-(4-Cyano-3-(furan-2-ylmethoxy)p h enyl)thiazol-2-amine). Yield: 57.0%. Reaction SMILES: [OH:1][C:2]1[CH:9]=[C:8]([NH:10][C:11]2[S:12][CH:13]=[CH:14][N:15]=2)[CH:7]=[CH:6][C:3]=1[C:4]#[N:5].C([O-])([O-])=O.[Cs+].[Cs+].[O:22]1[CH:26]=[CH:25][CH:24]=[C:23]1[CH2:27]Br.CCOCC>CC(C)=O>[C:4]([C:3]1[CH:6]=[CH:7][C:8]([NH:10][C:11]2[S:12][CH:13]=[CH:14][N:15]=2)=[CH:9][C:2]=1[O:1][CH2:27][C:23]1[O:22][CH:26]=[CH:25][CH:24]=1)#[N:5] |f:1.2.3|. Reported procedure: Following the general procedure for O-alkylation, Method B, a mixture of 2-hydroxy-4-(thiazol-2-ylamino)benzonitrile (70 mg, 0.32 mmol) and Cs2CO3 (105, 0.32 mmol) in acetone (4.4 mL) was treated with a freshly prepeared solution of 2-furylbromomethane in ether (0.60 mL, 0.32 mmol) at room temperature. Reaction control by TLC showed full conversion after 7.5 hrs. The title compound was obtained after purification by flash chromatography on silica gel (hexane:EtOAc 3/1) in 57% yield (54 mg). Reactants: C1(=CC=C(C=C1)S(=O)(=O)OCC[C@H](COC(C)(C)C)C)C ((R)-(+)-4-tert. butoxy-3-methyl-1-butanol p-toluene-sulfonate), C(C(C)C)[Mg]Br (isobutylmagnesium bromide). The product is C(C)(C)(C)OC[C@@H](CCCC(C)C)C ((R)-(+)-1-tert. Butoxy-2,6-dimethylheptane). The yield is 76.0%. As a reaction SMILES: C1(C)C=CC(S(O[CH2:11][CH2:12][C@@H:13]([CH3:20])[CH2:14][O:15][C:16]([CH3:19])([CH3:18])[CH3:17])(=O)=O)=CC=1.[CH2:22]([Mg]Br)[CH:23]([CH3:25])[CH3:24]>>[C:16]([O:15][CH2:14][C@H:13]([CH3:20])[CH2:12][CH2:11][CH2:22][CH:23]([CH3:25])[CH3:24])([CH3:17])([CH3:18])[CH3:19]. Reported procedure: Coupling of (R)-(+)-4-tert. butoxy-3-methyl-1-butanol p-toluene-sulfonate with isobutylmagnesium bromide was carried out using the procedure of Example 47. (R)-(+)-1-tert. Butoxy-2,6-dimethylheptane was obtained in 76% yield as a colorless liquid.